Dataset: the Open Reaction Database (ORD), a public repository of structured organic reaction records. Task: describe an organic reaction: reactants, conditions, products, and yield Starting materials: CO (methanol), [H-].[H-].[H-].[H-].[Li+].[Al+3] (LiAlH4), O1CCCC1 (THF), O1CCCC1 (tetrahydrofuran), O (water), hydroxides, C(#N)CON=C(CCCCOCC)C1=CC=C(C=C1)C(F)(F)F (5-ethoxy-4'-trifluoromethylvalerophenone O-(cyanomethyl) oxime). RXN SMILES: [CH3:1][OH:2].[H-].[H-].[H-].[H-].[Li+].[Al+3].[C:9]([CH2:11][O:12][N:13]=[C:14]([C:22]1[CH:27]=[CH:26][C:25]([C:28]([F:31])([F:30])[F:29])=[CH:24][CH:23]=1)[CH2:15][CH2:16][CH2:17][CH2:18][O:19][CH2:20][CH3:21])#[N:10].[OH2:32].[O:33]1CCCC1>>[C:18]([OH:19])(=[O:33])/[CH:17]=[CH:16]/[C:1]([OH:32])=[O:2].[NH2:10][CH2:9][CH2:11][O:12][N:13]=[C:14]([C:22]1[CH:23]=[CH:24][C:25]([C:28]([F:29])([F:30])[F:31])=[CH:26][CH:27]=1)[CH2:15][CH2:16][CH2:17][CH2:18][O:19][CH2:20][CH3:21] |f:1.2.3.4.5.6,10.11|. Product: C(\C=C\C(=O)O)(=O)O.NCCON=C(CCCCOCC)C1=CC=C(C=C1)C(F)(F)F (5-Ethoxy-4'-trifluoromethylvalerophenone O-(2-aminoethyl) oxime fumarate). Procedure details: 24.7 Mmol (1.00 ml) of methanol and 3 ml of tetrahydrofuran (THF) were added to 7.8 mmol (0.3 g) of LiAlH4 in 10 ml of THF while stirring and cooling in ice water for 3 minutes. A solution of 1.15 mmol of 5-ethoxy-4'-trifluoromethylvalerophenone O-(cyanomethyl) oxime was then added while stirring and cooling for ten minutes. After stirring the reaction mixture at 5° C for another 3 hours it was decomposed with 1.0 ml of water. The formed hydroxides were sucked off, washed with chloroform and the... Solvent: ice water. Run in O (water). Reaction conditions: temperature 185 celsius. Procedure details: A 1 liter stainless steel autoclave (Parr) was charged with 127.3 g (2.19 mole) of potassium fluoride and 434.6 g (2.01 mole) of (CF3)2CHOCH2Cl. The autoclave was then sealed and the reaction mass heated at 185° C. for 19 hours, during which time a pressure of 280 psi developed. The reactor was then cooled, the contents treated with water and the organic material distilled to afford 241 g (1.21 mole) of (CF3)2CHOCH2F and 80 g (0.4 mole) of (CF3)2CHOCH2Cl, corresponding to a 60% conversion (75% y... As a reaction SMILES: [F-:1].[K+].[CH:3]([O:12][CH2:13][Cl:14])([C:8]([F:11])([F:10])[F:9])[C:4]([F:7])([F:6])[F:5]>O>[CH:3]([O:12][CH2:13][F:1])([C:8]([F:11])([F:10])[F:9])[C:4]([F:7])([F:6])[F:5].[CH:3]([O:12][CH2:13][Cl:14])([C:4]([F:5])([F:6])[F:7])[C:8]([F:11])([F:10])[F:9] |f:0.1|. Starting materials: stainless steel, [F-].[K+] (potassium fluoride), C(C(F)(F)F)(C(F)(F)F)OCCl ((CF3)2CHOCH2Cl). Product: C(C(F)(F)F)(C(F)(F)F)OCF ((CF3)2CHOCH2F), C(C(F)(F)F)(C(F)(F)F)OCCl ((CF3)2CHOCH2Cl). The reactants are [NH4+].[Cl-] (NH4Cl), [Li]CCCC (n-BuLi), solution, S1C=NC=C1 (thiazole), C1(CCCCC1)=O (cyclohexanone). Conditions: time 1 hour. The product is OC1(CCCCC1)C=1SC=CN1 (2-[(1-Hydroxy)cyclohexyl]thiazole). Reaction SMILES: [Li]CCCC.[S:6]1[CH:10]=[CH:9][N:8]=[CH:7]1.[C:11]1(=[O:17])[CH2:16][CH2:15][CH2:14][CH2:13][CH2:12]1.[NH4+].[Cl-]>CCCCCC.CCOCC>[OH:17][C:11]1([C:7]2[S:6][CH:10]=[CH:9][N:8]=2)[CH2:16][CH2:15][CH2:14][CH2:13][CH2:12]1 |f:3.4|. Reported procedure: To a solution of n-BuLi (22 mL of a 2.5M solution in hexane, 55 mmol) in anhydrous ether (60 mL) at −78° C. was slowly added a solution of thiazole (3.94 g, 46 mmol) in anhydrous ether (30 mL). The resulting mixture was stirred for 1 h and then cyclohexanone (9.6 mL, 93 mmol) in ether (25 mL) was added over 5 min. The mixture was stirred for 2.5 h at −78° C. and then sat. aq. NH4Cl was added and the phases were separated. The aqueous phase was extracted with ethyl acetate (3×) and the combined o... Solvent: CCCCCC (hexane), CCOCC (ether), CCOCC (ether), CCOCC (ether). Yield: 68.8%. Reactants: C(C)(=O)OC\C=C(/CC\C=C(\CCC(C(=C)C)O[Si](C)(C)C(C)(C)C)/C)\C ((2Z,6E)-10-(tert.-butyldimethylsilyloxy)-3,7,11-trimethyl-2,6,11-dodecatrienyl acetate), [F-].C(CCC)[N+](CCCC)(CCCC)CCCC (tetrabutylammonium fluoride). Run in O1CCCC1 (tetrahydrofuran). Conditions: time 16 hour. Product: C(C)(=O)OC\C=C(/CC\C=C(\CCC(C(=C)C)O)/C)\C ((2Z,6E)-10-hydroxy-3,7,11-trimethyl-2,6,11-dodecatrienyl acetate). As a reaction SMILES: [C:1]([O:4][CH2:5]/[CH:6]=[C:7](/[CH3:27])\[CH2:8][CH2:9]/[CH:10]=[C:11](\[CH3:26])/[CH2:12][CH2:13][CH:14]([O:18][Si](C(C)(C)C)(C)C)[C:15]([CH3:17])=[CH2:16])(=[O:3])[CH3:2].[F-].C([N+](CCCC)(CCCC)CCCC)CCC>O1CCCC1>[C:1]([O:4][CH2:5]/[CH:6]=[C:7](/[CH3:27])\[CH2:8][CH2:9]/[CH:10]=[C:11](\[CH3:26])/[CH2:12][CH2:13][CH:14]([OH:18])[C:15]([CH3:17])=[CH2:16])(=[O:3])[CH3:2] |f:1.2|. Procedure: The purified product obtained, (2Z,6E)-10-(tert.-butyldimethylsilyloxy)-3,7,11-trimethyl-2,6,11-dodecatrienyl acetate, is dissolved in 5 ml of tetrahydrofuran and treated with 320 mg of tetrabutylammonium fluoride. The solution is stirred at room temperature for 16 hours. After removing the solvent on a rotary evaporator the residue is chromatographed on silica gel with ether-hexane 1:1. There is obtained (2Z,6E)-10-hydroxy-3,7,11-trimethyl-2,6,11-dodecatrienyl acetate which exhibits the followi... Reactants: CC(=O)Nc1nc2c(Oc3cc(-c4ccc(C(F)(F)F)cc4NC(=O)C4(C)CCCN4)ncn3)cccc2s1, CC(C)=O. Yields the product CC(=O)Nc1nc2c(Oc3cc(-c4ccc(C(F)(F)F)cc4NC(=O)C4(C)CCCN4C(C)C)ncn3)cccc2s1. RXN SMILES: [C:1]([CH3:2])(=[O:3])[NH:4][c:5]1[s:6][c:7]2[c:8]([n:9]1)[c:10]([O:14][c:15]1[cH:16][c:17](-[c:21]3[c:22]([NH:31][C:32](=[O:33])[C:34]4([CH3:39])[NH:35][CH2:36][CH2:37][CH2:38]4)[cH:23][c:24]([C:27]([F:28])([F:29])[F:30])[cH:25][cH:26]3)[n:18][cH:19][n:20]1)[cH:11][cH:12][cH:13]2.[CH3:40][C:41]([CH3:42])=[O:43]>>[C:1]([CH3:2])(=[O:3])[NH:4][c:5]1[s:6][c:7]2[c:8]([n:9]1)[c:10]([O:14][c:15]1[cH:16][c:17](-[c:21]3[c:22]([NH:31][C:32](=[O:33])[C:34]4([CH3:39])[N:35]([CH:41]([CH3:40])[CH3:42])[CH2:36][CH2:37][CH2:38]4)[cH:23][c:24]([C:27]([F:28])([F:29])[F:30])[cH:25][cH:26]3)[n:18][cH:19][n:20]1)[cH:11][cH:12][cH:13]2. Solvent: CC#N (MeCN). As a reaction SMILES: [CH3:1][C:2]1[CH:6]=[C:5]([CH3:7])[N:4]([CH2:8][C:9]([OH:11])=[O:10])[N:3]=1.[CH2:12](O)[C:13]1[CH:18]=[CH:17][CH:16]=[CH:15][CH:14]=1.C1CCC(N=C=NC2CCCCC2)CC1>CN(C1C=CN=CC=1)C.CC#N>[CH3:1][C:2]1[CH:6]=[C:5]([CH3:7])[N:4]([CH2:8][C:9]([O:11][CH2:12][C:13]2[CH:18]=[CH:17][CH:16]=[CH:15][CH:14]=2)=[O:10])[N:3]=1. Run at time 8 hour. Product: CC1=NN(C(=C1)C)CC(=O)OCC1=CC=CC=C1 (benzyl 2-(3,5-dimethyl-1H-pyrazol-1-yl)acetate). Reactants: CC1=NN(C(=C1)C)CC(=O)O ((3,5-dimethyl-1H-pyrazol-1-yl)acetic acid), C(C1=CC=CC=C1)O (benzyl alcohol), C1CCC(CC1)N=C=NC2CCCCC2 (DCC). Procedure: A mixture of (3,5-dimethyl-1H-pyrazol-1-yl)acetic acid (600 mg), benzyl alcohol (0.402 mL), DMAP (194 mg) and DCC (802 mg) in MeCN (40 mL) was stirred at RT overnight. The suspension was filtered off and the resulting solution was evaporated to dryness. The residue was purified by CC (Hept/EA 7/3) to afford benzyl 2-(3,5-dimethyl-1H-pyrazol-1-yl)acetate (460 mg, white solid). LC-MS (B): tR=0.80 min; [M+H]+: 245.18. Reagents/catalysts: CN(C)C=1C=CN=CC1 (DMAP). Reactants: CNC(=N)NC#N, CCCCCCC, Cl, Nc1cc(C(F)(F)F)cc(C(F)(F)F)c1, O. Product: CNC(=N)NC(=N)Nc1cc(C(F)(F)F)cc(C(F)(F)F)c1. As a reaction SMILES: [CH3:16][NH:17][C:18](=[NH:19])[NH:20][C:21]#[N:22].[CH3:25][CH2:26][CH2:27][CH2:28][CH2:29][CH2:30][CH3:31].[ClH:23].[F:1][C:2]([c:3]1[cH:4][c:5]([NH2:6])[cH:7][c:8]([C:10]([F:11])([F:12])[F:13])[cH:9]1)([F:14])[F:15].[OH2:24]>>[F:1][C:2]([c:3]1[cH:4][c:5]([NH:6][C:21]([NH:20][C:18]([NH:17][CH3:16])=[NH:19])=[NH:22])[cH:7][c:8]([C:10]([F:11])([F:12])[F:13])[cH:9]1)([F:14])[F:15]. The reactants are O=C(O)c1cc(Cl)ccc1COc1ccc(F)cc1, Cl, COC(=O)c1ccc(C(C)N)cc1. Yields the product COC(=O)c1ccc(C(C)NC(=O)c2cc(Cl)ccc2COc2ccc(F)cc2)cc1. As a reaction SMILES: [Cl:1][c:2]1[cH:3][cH:4][c:5]([CH2:11][O:12][c:13]2[cH:14][cH:15][c:16]([F:19])[cH:17][cH:18]2)[c:6]([C:7](=[O:8])[OH:9])[cH:10]1.[ClH:20].[NH2:21][CH:22]([CH3:23])[c:24]1[cH:25][cH:26][c:27]([C:28](=[O:29])[O:30][CH3:31])[cH:32][cH:33]1>>[Cl:1][c:2]1[cH:3][cH:4][c:5]([CH2:11][O:12][c:13]2[cH:14][cH:15][c:16]([F:19])[cH:17][cH:18]2)[c:6]([C:7](=[O:9])[NH:21][CH:22]([CH3:23])[c:24]2[cH:25][cH:26][c:27]([C:28](=[O:29])[O:30][CH3:31])[cH:32][cH:33]2)[cH:10]1. As a reaction SMILES: [OH:1][C:2]1[CH:9]=[CH:8][C:5]([CH:6]=O)=[CH:4][C:3]=1[I:10].Cl.[NH2:12]O.S([O-])([O-])(=O)=O.[Mg+2].O.C1(C)C=CC(S(O)(=O)=O)=CC=1>C1(C)C(C)=CC=CC=1>[OH:1][C:2]1[CH:9]=[CH:8][C:5]([C:6]#[N:12])=[CH:4][C:3]=1[I:10] |f:1.2,3.4,5.6|. The reactants are OC1=C(C=C(C=O)C=C1)I (4-hydroxy-3-iodo-benzaldehyde), Cl.NO (hydroxylamine hydrochloride), S(=O)(=O)([O-])[O-].[Mg+2] (magnesium sulphate), O.C1(=CC=C(C=C1)S(=O)(=O)O)C (p-toluene sulphonic acid monohydrate). Yields the product OC1=C(C=C(C#N)C=C1)I (4-Hydroxy-3-Iodo-Benzonitrile). Solvent: C=1(C(=CC=CC1)C)C (xylene). Procedure: To a solution of 4-hydroxy-3-iodo-benzaldehyde (7.9 g, 31.8 mmol) (prepared by the method of Barnes at al.; J. Chem. Soc., 1950, 2824) in xylene (120 mL) was added hydroxylamine hydrochloride (2.34 g, 33.4 mmol), magnesium sulphate (12.7 g) and p-toluene sulphonic acid monohydrate (1.27 g, 6.4 mmol). The resulting mixture was heated to reflux and stirred at this temperature for 90 min. The reaction mixture was then allowed to cool to room temperature and filtered. The solid was washed with ethyl... The yield is 84.3%. Run at time 90 minute. Starting materials: OP(=O)(O)[O-].[K+] (KH2PO4), amino acids, O=C[C@H](O)[C@@H](O)[C@H](O)[C@H](O)CO (glucose), N[C@@H](CC(C)C)C(=O)O (L-leucine), N[C@@H](CC1=CNC=N1)C(=O)O (histidine). Run at time 20 minute. The product is C(#N)C(C(=O)O)=CC1=CC=C(C=C1)O (α-Cyano4-hydroxycinnamic acid). Reaction SMILES: OP([O-])(O)=O.[K+].O=[CH:8][C@@H:9]([C@H:11]([C@@H:13]([C@@H:15]([CH2:17]O)O)[OH:14])O)O.[NH2:19][C@H:20](C(O)=O)CC(C)C.N[C@H:29]([C:36]([OH:38])=[O:37])[CH2:30]C1N=CNC=1>>[C:20]([C:29](=[CH:30][C:8]1[CH:9]=[CH:11][C:13]([OH:14])=[CH:15][CH:17]=1)[C:36]([OH:38])=[O:37])#[N:19] |f:0.1|. Procedure: YNB-1 agar: 3.3 g/l KH2PO4, 16.7 g/l agar, pH adjusted to 7. Autoclaved for 20 min. at 121° C. After autoclaving, 25 ml of a 13.6% yeast nitrogen base without amino acids, 25 ml of a 40% glucose solution, 1.55 ml of a 1 % L-leucine solution and 1.55 ml of a 1% histidine solution were added per 450 ml agar.